This data is from the Open Reaction Database (ORD), a public repository of structured organic reaction records. The task is: describe an organic reaction: reactants, conditions, products, and yield Reactants: C(=C(F)F)(OC(C(C(F)(F)F)(F)F)(F)F)F (PPVE), C(=C(F)F)(OC(C(C(F)(F)F)(F)F)(F)F)F (PPVE), C(F)(F)(C(F)(F)C(F)(F)F)OC(F)C(=O)OC (C3F7OCHFCOOCH3), ammonium salt, N (ammonia). The product is C(F)(F)(C(F)(F)C(F)(F)F)OC(F)C(=O)[O-].[NH4+] (C3F7—O—CHFCOONH4). As a reaction SMILES: C(F)(OC(F)(F)C(F)(F)C(F)(F)F)=C(F)F.[C:17]([O:27][CH:28]([C:30]([O:32]C)=[O:31])[F:29])([C:20]([C:23]([F:26])([F:25])[F:24])([F:22])[F:21])([F:19])[F:18].[NH3:34]>>[C:17]([O:27][CH:28]([C:30]([O-:32])=[O:31])[F:29])([C:20]([C:23]([F:24])([F:25])[F:26])([F:22])[F:21])([F:19])[F:18].[NH4+:34] |f:3.4|. Procedure details: The calculated yield was 59% based on total PPVE used; 70% based on converted PPVE. The ester is converted to the ammonium salt by reaction with aqueous ammonia. Methanol is removed by fractionated distillation. The resulting aqueous solution is used as an emulsifier in the polymerization of fluorinated olefins. Reactants: N1=C(C=CC2=CC=CC=C12)CSC1=CC=C(C=CC2=CC=C(C(=O)O)C=C2)C=C1 (4-(4-(2-quinolinylmethylthio)styryl)benzoic acid), ClC1=CC(=CC=C1)C(=O)OO (m-chloroperbenzoic acid), C(O)([O-])=O.[K+] (potassium hydrogen carbonate). Run in ClC=CCl (dichloroethene). Product: N1=C(C=CC2=CC=CC=C12)CS(=O)C1=CC=C(C=CC2=CC=C(C(=O)O)C=C2)C=C1 (4-(4-(2-quinolinylmethylsulfinyl)styryl)benzoic acid). RXN SMILES: [N:1]1[C:10]2[C:5](=[CH:6][CH:7]=[CH:8][CH:9]=2)[CH:4]=[CH:3][C:2]=1[CH2:11][S:12][C:13]1[CH:29]=[CH:28][C:16]([CH:17]=[CH:18][C:19]2[CH:27]=[CH:26][C:22]([C:23]([OH:25])=[O:24])=[CH:21][CH:20]=2)=[CH:15][CH:14]=1.ClC1C=CC=C(C(OO)=[O:38])C=1.C(=O)([O-])O.[K+]>ClC=CCl>[N:1]1[C:10]2[C:5](=[CH:6][CH:7]=[CH:8][CH:9]=2)[CH:4]=[CH:3][C:2]=1[CH2:11][S:12]([C:13]1[CH:29]=[CH:28][C:16]([CH:17]=[CH:18][C:19]2[CH:20]=[CH:21][C:22]([C:23]([OH:25])=[O:24])=[CH:26][CH:27]=2)=[CH:15][CH:14]=1)=[O:38] |f:2.3|. Procedure details: 4-(4-(2-quinolinylmethylthio)styryl)benzoic acid (4 mmol) in dichloroethene (50 ml) is stirred with m-chloroperbenzoic acid (4 mmol) and solid potassium hydrogen carbonate (1.0 g). The reaction is assayed by TLC and upon consumption of the starting thio compound, the mixture is filtered, washed with dilute aqueous sodium bisulfite, dried and evaporated to give 4-(4-(2-quinolinylmethylsulfinyl)styryl)benzoic acid.